This data is from the Open Reaction Database (ORD), a public repository of structured organic reaction records. The task is: describe an organic reaction: reactants, conditions, products, and yield The reactants are C(C)(C)(C)OC(=O)N1C(=CC=2C1=NC=C(C2)OCC2=CC=CC=C2)C(=O)O (5-benzyloxy-pyrrolo[2,3-b]pyridine-1,2-dicarboxylic acid 1-tert-butyl ester), C(C)(C)(C)OC(=O)N1C(=CC=2C1=NC=C(C2)OCC2=CC=CC=C2)C(=O)O (5-benzyloxy-pyrrolo[2,3-b]pyridine-1,2-dicarboxylic acid 1-tert-butyl ester), F[B-](F)(F)F.N1(N=NC2=C1C=CC=C2)OC(=[N+](C)C)N(C)C (O-(benzotriazol-1-yl)-N,N,N′,N′-tetramethyluronium tetrafluoroborate), N1CCOCC1 (morpholine), C(C)(C)N(C(C)C)CC (N,N-diisopropylethylamine). Solvent: CN(C)C=O (DMF). Product: C(C)(C)(C)OC(=O)N1C(=CC=2C1=NC=C(C2)OCC2=CC=CC=C2)C(=O)N2CCOCC2 (5-Benzyloxy-2-(morpholine-4-carbon yl)-pyrrolo[2,3-b]pyridine-1-carboxylic Acid tert-butyl Ester). Isolated yield 70.0%. Reaction SMILES: [C:1]([O:5][C:6]([N:8]1[C:12]2=[N:13][CH:14]=[C:15]([O:17][CH2:18][C:19]3[CH:24]=[CH:23][CH:22]=[CH:21][CH:20]=3)[CH:16]=[C:11]2[CH:10]=[C:9]1[C:25](O)=[O:26])=[O:7])([CH3:4])([CH3:3])[CH3:2].F[B-](F)(F)F.N1(OC(N(C)C)=[N+](C)C)C2C=CC=CC=2N=N1.[NH:50]1[CH2:55][CH2:54][O:53][CH2:52][CH2:51]1.C(N(CC)C(C)C)(C)C>CN(C=O)C>[C:1]([O:5][C:6]([N:8]1[C:12]2=[N:13][CH:14]=[C:15]([O:17][CH2:18][C:19]3[CH:24]=[CH:23][CH:22]=[CH:21][CH:20]=3)[CH:16]=[C:11]2[CH:10]=[C:9]1[C:25]([N:50]1[CH2:55][CH2:54][O:53][CH2:52][CH2:51]1)=[O:26])=[O:7])([CH3:3])([CH3:2])[CH3:4] |f:1.2|. Reported procedure: The title compound was synthesized in analogy to example 9, intermediate a), from 5-benzyloxy-pyrrolo[2,3-b]pyridine-1,2-dicarboxylic acid 1-tert-butyl ester (intermediate G), O-(benzotriazol-1-yl)-N,N,N′,N′-tetramethyluronium tetrafluoroborate, morpholine and N,N-diisopropylethylamine in DMF to give the desired product as colorless foam (70%). As a reaction SMILES: [Br:1][c:2]1[cH:3][n:4][c:5]([NH:8][c:9]2[cH:10][cH:11][c:12]([CH2:13][N:14]3[CH2:15][CH2:16][CH:17]([C:20](=[O:21])[OH:22])[CH2:18][CH2:19]3)[cH:23][cH:24]2)[n:6][cH:7]1.[C:39](=[O:40])([O-:41])[O-:42].[CH2:45]1[O:46][CH2:47][CH2:48][O:49][CH2:50]1.[F:25][C:26]([O:27][c:28]1[cH:29][cH:30][c:31]([B:34]([OH:35])[OH:36])[cH:32][cH:33]1)([F:37])[F:38].[Na+:43].[Na+:44].[cH:51]1[cH:52][cH:53][c:54]([P:55]([Pd:56]([P:57]([c:58]2[cH:59][cH:60][cH:61][cH:62][cH:63]2)([c:64]2[cH:65][cH:66][cH:67][cH:68][cH:69]2)[c:70]2[cH:71][cH:72][cH:73][cH:74][cH:75]2)([P:76]([c:77]2[cH:78][cH:79][cH:80][cH:81][cH:82]2)([c:83]2[cH:84][cH:85][cH:86][cH:87][cH:88]2)[c:89]2[cH:90][cH:91][cH:92][cH:93][cH:94]2)[P:95]([c:96]2[cH:97][cH:98][cH:99][cH:100][cH:101]2)([c:102]2[cH:103][cH:104][cH:105][cH:106][cH:107]2)[c:108]2[cH:109][cH:110][cH:111][cH:112][cH:113]2)([c:114]2[cH:115][cH:116][cH:117][cH:118][cH:119]2)[c:120]2[cH:121][cH:122][cH:123][cH:124][cH:125]2)[cH:126][cH:127]1>>[c:2]1(-[c:31]2[cH:30][cH:29][c:28]([O:27][C:26]([F:25])([F:37])[F:38])[cH:33][cH:32]2)[cH:3][n:4][c:5]([NH:8][c:9]2[cH:10][cH:11][c:12]([CH2:13][N:14]3[CH2:15][CH2:16][CH:17]([C:20](=[O:21])[OH:22])[CH2:18][CH2:19]3)[cH:23][cH:24]2)[n:6][cH:7]1. The reactants are O=C(O)C1CCN(Cc2ccc(Nc3ncc(Br)cn3)cc2)CC1, O=C([O-])[O-], C1COCCO1, OB(O)c1ccc(OC(F)(F)F)cc1, [Na+], [Na+], c1ccc(P(c2ccccc2)(c2ccccc2)[Pd](P(c2ccccc2)(c2ccccc2)c2ccccc2)(P(c2ccccc2)(c2ccccc2)c2ccccc2)P(c2ccccc2)(c2ccccc2)c2ccccc2)cc1. Product: O=C(O)C1CCN(Cc2ccc(Nc3ncc(-c4ccc(OC(F)(F)F)cc4)cn3)cc2)CC1. The reactants are solution, C(C(=O)Cl)(=O)Cl (oxalylchloride), N1=C(C=CC=C1C)C (2,6-lutidine), ClC=1C=C(C=CC1S(=O)(=O)C)[C@H](C(=O)NC1=NN(C=C1)C)CC1CCCC1 (3-[2(R)-(3-chloro-4-methanesulfonyl-phenyl)-3-cyclopentyl-propionylamino]-1-methyl-pyrazole), NC1=NN(C=C1)CCCO (3-(3-amino-pyrazol-1-yl)-propan-1-ol). The solvent is C(Cl)Cl (methylene chloride), C(Cl)Cl (methylene chloride). Reaction conditions: temperature 25 celsius, time 1 hour. Product: ClC=1C=C(C=CC1S(=O)(=O)C)[C@H](C(=O)NC1=NN(C=C1)CCCO)CC1CCCC1 (2(R)-(3-chloro-4-methanesulfonyl-phenyl)-3-cyclopentyl-N-[1-(3-hydroxy-propyl)-1H-pyrazol-3-yl]-propionamide). Yield: 34.0%. RXN SMILES: [Cl:1][C:2]1[CH:3]=[C:4]([C@@H:12]([CH2:22][CH:23]2[CH2:27][CH2:26][CH2:25][CH2:24]2)[C:13]([NH:15][C:16]2[CH:20]=[CH:19][N:18]([CH3:21])[N:17]=2)=[O:14])[CH:5]=[CH:6][C:7]=1[S:8]([CH3:11])(=[O:10])=[O:9].[C:28](Cl)(=O)[C:29](Cl)=[O:30].N1C(C)=CC=CC=1C.NC1C=CN(CCCO)N=1>C(Cl)Cl>[Cl:1][C:2]1[CH:3]=[C:4]([C@@H:12]([CH2:22][CH:23]2[CH2:24][CH2:25][CH2:26][CH2:27]2)[C:13]([NH:15][C:16]2[CH:20]=[CH:19][N:18]([CH2:21][CH2:28][CH2:29][OH:30])[N:17]=2)=[O:14])[CH:5]=[CH:6][C:7]=1[S:8]([CH3:11])(=[O:10])=[O:9]. Procedure details: To a solution containing 2(R)-(3-chloro-4-methanesulfonyl-phenyl)-3-cyclopentyl-propionic acid (prepared as in PCT WO 2004/052869 A1, Example 1, 100 mg, 0.30 mmol) in methylene chloride (20 mL), was then added a 2.0 M solution of oxalylchloride in methylene chloride (181 μL, 0.36 mmol) at 0° C. and allowed to stir at 25° C. for 1 h, after which time 2,6-lutidine (70 μL, 0.61 mmol) was added to the solution at 0° C. After 1 h, 3-(3-amino-pyrazol-1-yl)-propan-1-ol (0.42 mmol based on theory) was a... Reactants: II (iodine), S(=S)(=O)([O-])[O-].[Na+].[Na+] (sodium thiosulfate), CNC(C1=CC=NC=C1)=O (N-methyl-isonicotin-amide), CN(CCN(C)C)C (N,N,N′,N′-tetramethylethylenediamine), C(CCC)[Li] (n-butyl lithium). The solvent is O1CCCC1 (tetrahydrofuran), O (water), O1CCCC1 (tetrahydrofuran), CCCCCC (hexane). Reaction conditions: time 1 hour. The product is IC1=C(C(=O)NC)C=CN=C1 (3-Iodo-N-methyl-isonicotinamide). Isolated yield 39.5%. RXN SMILES: [CH3:1][NH:2][C:3](=[O:10])[C:4]1[CH:9]=[CH:8][N:7]=[CH:6][CH:5]=1.CN(C)CCN(C)C.C([Li])CCC.[I:24]I.S([O-])([O-])(=O)=S.[Na+].[Na+]>O1CCCC1.CCCCCC.O>[I:24][C:9]1[CH:8]=[N:7][CH:6]=[CH:5][C:4]=1[C:3]([NH:2][CH3:1])=[O:10] |f:4.5.6|. Reported procedure: To a solution of 1.36 g (10 mmol) N-methyl-isonicotin-amide in 20 ml tetrahydrofuran and 4.5 ml (30 mmol) N,N,N′,N′-tetramethylethylenediamine at −70° C. were added 25 ml (40 mmol) 1.6 M n-butyl lithium solution in hexane. After stirring for 2 h at −10 to 0° C. a solution of 7.6 g iodine in 20 ml tetrahydrofuran was added dropwise at −70° C. Stirring was continued for 1 h at room temperature and 100 ml saturated sodium thiosulfate solution in water were added. The aqueous layer was separated and... Yields the product CCCC1CC1(NC(=O)OC(C)(C)C)C(=O)OC. RXN SMILES: [CH3:19][CH2:20][O:21][C:22]([CH3:23])=[O:24].[CH3:1][O:2][C:3](=[O:4])[C:5]1([NH:11][C:12](=[O:13])[O:14][C:15]([CH3:16])([CH3:17])[CH3:18])[CH:6]([CH2:8][CH:9]=[CH2:10])[CH2:7]1>>[CH3:1][O:2][C:3](=[O:4])[C:5]1([NH:11][C:12](=[O:13])[O:14][C:15]([CH3:16])([CH3:17])[CH3:18])[CH:6]([CH2:8][CH2:9][CH3:10])[CH2:7]1. The reactants are CCOC(C)=O, C=CCC1CC1(NC(=O)OC(C)(C)C)C(=O)OC. Run in CN(C=O)C (dimethylformamide), CN(C=O)C (dimethylformamide), CN(C=O)C (dimethylformamide). Yields the product OC12C(C3=C(C=C(C=C3N(CC3NC13)O2)C=O)OC)=C (9-hydroxy-6-methoxy-8-methylene-14-oxa-1,11-diazatetracyclo[7.4.1.02,7.010,12 ]tetradeca-2,4,6-triene-4-carbaldehyde). Procedure details: To a solution of 6,9-dihydroxy-8-methylene-14-oxa-1,11-diazatetracyclo[7.4.1.02,7.010,12 ]tetradeca-2,4,6-triene-4-carbaldehyde (30 mg) in dimethylformamide (1.0 ml) was added a suspension of sodium hydride (60% in oil, 4.6 mg) in dimethylformamide (0.5 ml) in an ice-water bath. To this mixture was added a solution of methyl iodide (7.2 μl) in dimethylformamide (0.1 ml) in an ice-water bath. After stirring for 1 hour in an ice-water bath, the reaction mixture was evaporated to dryness in vacuo, ... Reactants: [H-].[Na+] (sodium hydride), CI (methyl iodide), OC=1C=C(C=C2N3CC4NC4C(C(C12)=C)(O3)O)C=O (6,9-dihydroxy-8-methylene-14-oxa-1,11-diazatetracyclo[7.4.1.02,7.010,12 ]tetradeca-2,4,6-triene-4-carbaldehyde). As a reaction SMILES: [OH:1][C:2]1[CH:3]=[C:4]([CH:18]=[O:19])[CH:5]=[C:6]2[C:14]=1[C:13](=[CH2:15])[C:12]1([OH:17])[O:16][N:7]2[CH2:8][CH:9]2[CH:11]1[NH:10]2.[H-].[Na+].[CH3:22]I>CN(C)C=O>[OH:17][C:12]12[O:16][N:7]([CH2:8][CH:9]3[CH:11]1[NH:10]3)[C:6]1[C:14](=[C:2]([O:1][CH3:22])[CH:3]=[C:4]([CH:18]=[O:19])[CH:5]=1)[C:13]2=[CH2:15] |f:1.2|. Conditions: time 1 hour. The reactants are CC(C)C(=O)NC(CSC(c1ccccc1)(c1ccccc1)c1ccccc1)C(=O)NCCSC(=O)C(C)C, CC(=O)NC(CS)C(=O)NCCSC(C)=O. The product is CC(C)C(=O)NC(CS)C(=O)NCCSC(=O)C(C)C. Reaction SMILES: [C:1]([CH:2]([CH3:3])[CH3:4])(=[O:5])[NH:6][CH:7]([CH2:8][S:9][C:10]([c:11]1[cH:12][cH:13][cH:14][cH:15][cH:16]1)([c:17]1[cH:18][cH:19][cH:20][cH:21][cH:22]1)[c:23]1[cH:24][cH:25][cH:26][cH:27][cH:28]1)[C:29](=[O:30])[NH:31][CH2:32][CH2:33][S:34][C:35]([CH:36]([CH3:37])[CH3:38])=[O:39].[C:40]([NH:41][CH:42]([C:43]([NH:44][CH2:45][CH2:46][S:47][C:48](=[O:49])[CH3:50])=[O:51])[CH2:52][SH:53])(=[O:54])[CH3:55]>>[C:1]([CH:2]([CH3:3])[CH3:4])(=[O:5])[NH:6][CH:7]([CH2:8][SH:9])[C:29](=[O:30])[NH:31][CH2:32][CH2:33][S:34][C:35]([CH:36]([CH3:37])[CH3:38])=[O:39]. Starting materials: ClC1=CC=C(C(=O)C=2C=C(CBr)C=CC2)C=C1 (3-(4-chlorobenzoyl) benzyl bromide), ClC1=C(C2=C(C=NN(C2=O)C)N1)Cl (2,3-dichloro-5-methyl-1H-pyrrolo [2,3-d]pyridazin-4(5H)-one), [H-].[Na+] (sodium hydride), O (water). Run in CN(C)C=O (DMF), CN(C)C=O (DMF), CN(C)C=O (DMF). Reaction conditions: time 2.5 hour. Yields the product ClC1=CC=C(C(=O)C=2C=C(CN3C(=C(C4=C3C=NN(C4=O)C)Cl)Cl)C=CC2)C=C1 (1-[3-(4-Chlorobenzoyl)benzyl]-2,3-dichloro-5-methyl-1H-pyrrolo [2,3-d]pyridazin-4(5H)-one). Isolated yield 16.8%. As a reaction SMILES: [Cl:1][C:2]1[NH:12][C:5]2[CH:6]=[N:7][N:8]([CH3:11])[C:9](=[O:10])[C:4]=2[C:3]=1[Cl:13].[H-].[Na+].[Cl:16][C:17]1[CH:32]=[CH:31][C:20]([C:21]([C:23]2[CH:24]=[C:25]([CH:28]=[CH:29][CH:30]=2)[CH2:26]Br)=[O:22])=[CH:19][CH:18]=1.O>CN(C=O)C>[Cl:16][C:17]1[CH:18]=[CH:19][C:20]([C:21]([C:23]2[CH:24]=[C:25]([CH:28]=[CH:29][CH:30]=2)[CH2:26][N:12]2[C:5]3[CH:6]=[N:7][N:8]([CH3:11])[C:9](=[O:10])[C:4]=3[C:3]([Cl:13])=[C:2]2[Cl:1])=[O:22])=[CH:31][CH:32]=1 |f:1.2|. Procedure: A solution of 2,3-dichloro-5-methyl-1H-pyrrolo [2,3-d]pyridazin-4(5H)-one (303 mg) in DMF (50 ml) was dripped into a suspension of 60% sodium hydride-oil (72 mg) in DMF (10 ml) on an ice-water bath. The mixture was stirred at room temperature for 2.5 hours, after which a solution of 3-(4-chlorobenzoyl) benzyl bromide (511 mg) in DMF (10 ml) was added and the mixture was further stirred at room temperature for 17 hours. The reaction was stopped by adding water and the reaction mixture was extract...